The task is: describe an organic reaction: reactants, conditions, products, and yield. This data is from the Open Reaction Database (ORD), a public repository of structured organic reaction records. Reaction SMILES: CN(C)C=O.Cl[C:7]1[CH:14]=[CH:13][C:12]([N+:15]([O-:17])=[O:16])=[CH:11][C:8]=1[C:9]#[N:10].[F:18][C:19]([F:23])([F:22])[CH2:20][OH:21].[H-].[Na+]>O>[N+:15]([C:12]1[CH:13]=[CH:14][C:7]([O:21][CH2:20][C:19]([F:23])([F:22])[F:18])=[C:8]([CH:11]=1)[C:9]#[N:10])([O-:17])=[O:16] |f:3.4|. Conditions: time 1 hour. Isolated yield 69.7%. Yields the product [N+](=O)([O-])C=1C=CC(=C(C#N)C1)OCC(F)(F)F (5-nitro-2-(2,2,2-trifluoroethoxy)benzonitrile). Reported procedure: To a dimethylformamide solution (30 ml) containing 2-chloro-5-nitrobenzonitrile (10 g) and 2,2,2-trifluoroethanol (6 g) was added sodium hydride (60% content, 2.65 g) under ice-cooling, and the mixture was stirred for 1 h. The reaction mixture was added to water and extracted with toluene. The organic layer was washed with saturated brine and dried over anhydrous magnesium sulfate, after which the solvent was evaporated under reduced pressure. Diisopropyl ether was added to the residue to allow ... The solvent is O (water). Starting materials: CN(C=O)C (dimethylformamide), ClC1=C(C#N)C=C(C=C1)[N+](=O)[O-] (2-chloro-5-nitrobenzonitrile), FC(CO)(F)F (2,2,2-trifluoroethanol), [H-].[Na+] (sodium hydride). The reactants are Cc1nnc(-c2ccc(C)c(-c3ccc(C(=O)O)cc3)c2)o1, CCN=C=NCCCN(C)C, Cl, CNC(=O)C(N)C(C)(C)C, CN(C)C=O, On1nnc2ccccc21. Yields the product CNC(=O)C(NC(=O)c1ccc(-c2cc(-c3nnc(C)o3)ccc2C)cc1)C(C)(C)C. Reaction SMILES: [CH3:1][c:2]1[c:3](-[c:14]2[cH:15][cH:16][c:17]([C:20](=[O:21])[OH:22])[cH:18][cH:19]2)[cH:4][c:5](-[c:8]2[o:9][c:10]([CH3:13])[n:11][n:12]2)[cH:6][cH:7]1.[CH3:34][N:35]([CH3:36])[CH2:37][CH2:38][CH2:39][N:40]=[C:41]=[N:42][CH2:43][CH3:44].[ClH:33].[NH2:45][CH:46]([C:47](=[O:48])[NH:49][CH3:50])[C:51]([CH3:52])([CH3:53])[CH3:54].[O:55]=[CH:56][N:57]([CH3:58])[CH3:59].[OH:23][n:24]1[c:25]2[c:26]([cH:27][cH:28][cH:29][cH:30]2)[n:31][n:32]1>>[CH3:1][c:2]1[c:3](-[c:14]2[cH:15][cH:16][c:17]([C:20](=[O:21])[NH:45][CH:46]([C:47](=[O:48])[NH:49][CH3:50])[C:51]([CH3:52])([CH3:53])[CH3:54])[cH:18][cH:19]2)[cH:4][c:5](-[c:8]2[o:9][c:10]([CH3:13])[n:11][n:12]2)[cH:6][cH:7]1. The reactants are O1C(C(=O)OCC)C1C (ethyl 2,3-epoxybutanoate), S(O)(O)(=O)=O (sulfuric acid), C(C)(C)O (isopropanol). Run at temperature 60 celsius, time 5 hour. The product is C(C)(C)OC(C(C(=O)OCC)O)C (ethyl 3-(isopropoxy)-2-hydroxybutanoate). RXN SMILES: [O:1]1[CH:8]([CH3:9])[CH:2]1[C:3]([O:5][CH2:6][CH3:7])=[O:4].S(=O)(=O)(O)O.[CH:15]([OH:18])([CH3:17])[CH3:16]>>[CH:15]([O:18][CH:8]([CH3:9])[CH:2]([OH:1])[C:3]([O:5][CH2:6][CH3:7])=[O:4])([CH3:17])[CH3:16]. Procedure details: That is, to ethyl 2,3-epoxybutanoate (13.0 g, 0.1 mol) dissolved in isopropanol (30 ml) was added sulfuric acid (0.5 ml), and the mixture was stirred at 60° C. for 5 hours. Subsequently, excessive isopropanol was removed under reduced pressure to obtain ethyl 3-(isopropoxy)-2-hydroxybutanoate. The product obtained and p-toluenesulfonyl chloride (20.9 g, 0.11 mol) were added to pyridine (50 ml), and the mixture was stirred at room temperature for 5 hours. Subsequently, water was added to the reac...